describe an organic reaction: reactants, conditions, products, and yield From a dataset of the Open Reaction Database (ORD), a public repository of structured organic reaction records. Starting materials: O (water), C(CCC)C1=NC2=C(N1CC1=CC=C(C=C1)C1=C(C=CC=C1)C#N)C(=CC=C2)CO (2-butyl-1-[(2'-cyanobiphenyl-4-yl)methyl]-7-hydroxymethylbenzimidazole), [N-]=[N+]=[N-].[Na+] (sodium azide), [Cl-].[NH4+] (ammonium chloride). Solvent: CN(C)C=O (DMF). Reaction conditions: time 4 day. Product: C(CCC)C1=NC2=C(N1CC1=CC=C(C=C1)C1=C(C=CC=C1)C1=NN=NN1)C(=CC=C2)CO (2-Butyl-7-hydroxymethyl-1-[[2'-(1H-tetrazol-5-yl)biphenyl-4-yl]methyl]benzimidazole). As a reaction SMILES: [CH2:1]([C:5]1[N:9]([CH2:10][C:11]2[CH:16]=[CH:15][C:14]([C:17]3[CH:22]=[CH:21][CH:20]=[CH:19][C:18]=3[C:23]#[N:24])=[CH:13][CH:12]=2)[C:8]2[C:25]([CH2:29][OH:30])=[CH:26][CH:27]=[CH:28][C:7]=2[N:6]=1)[CH2:2][CH2:3][CH3:4].[N-:31]=[N+:32]=[N-:33].[Na+].[Cl-].[NH4+].O>CN(C=O)C>[CH2:1]([C:5]1[N:9]([CH2:10][C:11]2[CH:12]=[CH:13][C:14]([C:17]3[CH:22]=[CH:21][CH:20]=[CH:19][C:18]=3[C:23]3[NH:33][N:32]=[N:31][N:24]=3)=[CH:15][CH:16]=2)[C:8]2[C:25]([CH2:29][OH:30])=[CH:26][CH:27]=[CH:28][C:7]=2[N:6]=1)[CH2:2][CH2:3][CH3:4] |f:1.2,3.4|. Reported procedure: A mixture of 2-butyl-1-[(2'-cyanobiphenyl-4-yl)methyl]-7-hydroxymethylbenzimidazole (0.4 g), sodium azide (0.98 g) and ammonium chloride (0.8 g) in DMF (4 ml) was stirred for 4 days at 110°-120° C. To the reaction mixture was added water, which was extracted with ethyl acetate. The extract was washed with water and dried. After removal of the solvent, the residue was crystallized from ethyl acetate-methanol to give colorless needles, m.p. 152°-153° C. Starting materials: C1(CC(C2=CC=CC=C12)=NO)=NO (1,3-indandione dioxime), [Na] (sodium), [Na] (sodium), O (water). Run in C(C)O (ethanol). The product is NC1CC(C2=CC=CC=C12)N (1,3-diaminoindan). Isolated yield 69.5%. Reaction SMILES: [C:1]1(=[N:12]O)[C:9]2[C:4](=[CH:5][CH:6]=[CH:7][CH:8]=2)[C:3](=[N:10]O)[CH2:2]1.[Na].O>C(O)C>[NH2:10][CH:3]1[C:4]2[C:9](=[CH:8][CH:7]=[CH:6][CH:5]=2)[CH:1]([NH2:12])[CH2:2]1 |^1:13|. Reported procedure: To a solution of 20 g of a 1,3-indandione dioxime in 2 L of absolute ethanol was cautiously added 160 g of sodium in portions during 1 hr (at such a rate to maintain reflux). After disappearance of the sodium, 300 mL of water was slowly added and the solution concentrated in vacuo to remove most of the ethanol. The resulting solution was acidified with conc. hydrochloric acid to pH 1-2 followed by extraction with methylene chloride to recover unreacted started material. The aqueous layer was bas... Starting materials: C1(CC1)C(CC(=O)OC)C1=CC(=C(C=C1)OC)O (methyl 3-cyclopropyl-3-(3-hydroxy-4-methoxyphenyl)propanoate), CC(CC1=C(C=CC(=N1)CO)C1=C(C=CC(=C1)OC)F)(C)C ((6-(2,2-dimethylpropyl)-5-(2-fluoro-5-methoxyphenyl)pyridin-2-yl)methanol), N(=NC(=O)N1CCCCC1)C(=O)N1CCCCC1 (1,1′-(azodicarbonyl)dipiperidine), C(CCC)P(CCCC)CCCC (tributylphosphine). Solvent: C(C)(=O)OCC (ethyl acetate), CCCCCC (Hexane), C1(=CC=CC=C1)C (toluene). Run at time 15 hour. Yields the product C1(CC1)C(CC(=O)OC)C1=CC(=C(C=C1)OC)OCC1=NC(=C(C=C1)C1=C(C=CC(=C1)OC)F)CC(C)(C)C (methyl 3-cyclopropyl-3-(3-((6-(2,2-dimethylpropyl)-5-(2-fluoro-5-methoxyphenyl)pyridin-2-yl)methoxy)-4-methoxyphenyl)propanoate). Isolated yield 53.3%. As a reaction SMILES: [CH:1]1([CH:4]([C:10]2[CH:15]=[CH:14][C:13]([O:16][CH3:17])=[C:12]([OH:18])[CH:11]=2)[CH2:5][C:6]([O:8][CH3:9])=[O:7])[CH2:3][CH2:2]1.[CH3:19][C:20]([CH3:40])([CH3:39])[CH2:21][C:22]1[N:27]=[C:26]([CH2:28]O)[CH:25]=[CH:24][C:23]=1[C:30]1[CH:35]=[C:34]([O:36][CH3:37])[CH:33]=[CH:32][C:31]=1[F:38].N(C(N1CCCCC1)=O)=NC(N1CCCCC1)=O.C(P(CCCC)CCCC)CCC>C1(C)C=CC=CC=1.C(OCC)(=O)C.CCCCCC>[CH:1]1([CH:4]([C:10]2[CH:15]=[CH:14][C:13]([O:16][CH3:17])=[C:12]([O:18][CH2:28][C:26]3[CH:25]=[CH:24][C:23]([C:30]4[CH:35]=[C:34]([O:36][CH3:37])[CH:33]=[CH:32][C:31]=4[F:38])=[C:22]([CH2:21][C:20]([CH3:40])([CH3:39])[CH3:19])[N:27]=3)[CH:11]=2)[CH2:5][C:6]([O:8][CH3:9])=[O:7])[CH2:2][CH2:3]1. Procedure details: Under a nitrogen atmosphere, to a solution of methyl 3-cyclopropyl-3-(3-hydroxy-4-methoxyphenyl)propanoate (168 mg) and (6-(2,2-dimethylpropyl)-5-(2-fluoro-5-methoxyphenyl)pyridin-2-yl)methanol (202 mg) in toluene (15 mL) were added 1,1′-(azodicarbonyl)dipiperidine (268 mg) and tributylphosphine (262 and the mixture was stirred at room temperature for 15 hr. Hexane and ethyl acetate were added to the reaction mixture, and the insoluble material was filtered off. The filtrate was concentrated und...